From a dataset of the Open Reaction Database (ORD), a public repository of structured organic reaction records. describe an organic reaction: reactants, conditions, products, and yield Starting materials: NC1=CC(=C(C(=O)NCCN(CC)CC)C=C1Cl)OCCN (4-Amino-2-(2-aminoethoxy)-5-chloro-N-[2-(diethylamino)-ethyl]benzamide), C(C)(=O)OC(C)=O (acetic anhydride). Solvent: C(Cl)Cl (methylene chloride). Conditions: time 30 minute. The product is C(C)(=O)NCCOC1=C(C(=O)NCCN(CC)CC)C=C(C(=C1)N)Cl (2-(2-Acetylaminoethoxy)-4-amino-5-chloro-N-[2-(diethylamino)-ethyl]benzamide). Yield: 50.0%. Reaction SMILES: [NH2:1][C:2]1[C:17]([Cl:18])=[CH:16][C:5]([C:6]([NH:8][CH2:9][CH2:10][N:11]([CH2:14][CH3:15])[CH2:12][CH3:13])=[O:7])=[C:4]([O:19][CH2:20][CH2:21][NH2:22])[CH:3]=1.[C:23](OC(=O)C)(=[O:25])[CH3:24]>C(Cl)Cl>[C:23]([NH:22][CH2:21][CH2:20][O:19][C:4]1[CH:3]=[C:2]([NH2:1])[C:17]([Cl:18])=[CH:16][C:5]=1[C:6]([NH:8][CH2:9][CH2:10][N:11]([CH2:12][CH3:13])[CH2:14][CH3:15])=[O:7])(=[O:25])[CH3:24]. Reported procedure: To a solution of 4-amino-2-(2-aminoethoxy)-5-chloro-N-[2-(diethylamino)ethyl]benzamide (780 mg, 2.4 mmoles) (prepared in Example 47) in methylene chloride was added acetic anhydride (245 mg, 2.4 mmoles) and the mixture stirred for 30 minutes. This was concentrated in vacuo and the residue was partitioned between methylene chloride and sodium bicarbonate solution. The organic phase was concentrated and the residue flash-chromatographed on silica using methylene chloride:methanol:ammonia (100:4:0.... Starting materials: C#CC1(O)CCC2(C)C(CCC3C2CCC2(C)C(C(=O)CS(=O)CCCO)CCC32)C1, O=C([O-])O, ClCCl, [Na+], O=C(OO)c1cccc(Cl)c1. The product is C#CC1(O)CCC2(C)C(CCC3C2CCC2(C)C(C(=O)CS(=O)(=O)CCCO)CCC32)C1. As a reaction SMILES: [C:1](#[CH:2])[C:3]1([OH:31])[CH2:4][CH:5]2[CH2:6][CH2:7][CH:8]3[CH:9]4[CH2:10][CH2:11][CH:12]([C:13]([CH2:14][S:15](=[O:16])[CH2:17][CH2:18][CH2:19][OH:20])=[O:21])[C:22]4([CH3:30])[CH2:23][CH2:24][CH:25]3[C:26]2([CH3:29])[CH2:27][CH2:28]1.[C:43](=[O:44])([OH:45])[O-:46].[Cl:48][CH2:49][Cl:50].[Na+:47].[OH:32][O:33][C:34]([c:35]1[cH:36][c:37]([Cl:38])[cH:39][cH:40][cH:41]1)=[O:42]>>[C:1](#[CH:2])[C:3]1([OH:31])[CH2:4][CH:5]2[CH2:6][CH2:7][CH:8]3[CH:9]4[CH2:10][CH2:11][CH:12]([C:13]([CH2:14][S:15](=[O:16])([CH2:17][CH2:18][CH2:19][OH:20])=[O:32])=[O:21])[C:22]4([CH3:30])[CH2:23][CH2:24][CH:25]3[C:26]2([CH3:29])[CH2:27][CH2:28]1.